From a dataset of the Open Reaction Database (ORD), a public repository of structured organic reaction records. describe an organic reaction: reactants, conditions, products, and yield Starting materials: C(C)OC(CN1N=C(N=N1)C1=CN=C(S1)Br)=O (ethyl[5-(2-bromo-1,3-thiazol-5-yl)-2H-tetrazol-2-yl]acetate), C(C)OC(CN1N=C(N=N1)C1=CN=C(S1)Br)=O (ethyl[5-(2-bromo-1,3-thiazol-5-yl)-2H-tetrazol-2-yl]acetate), BrCC(=O)OC(C)(C)C (tert-butyl bromoacetate). The product is C(C)(C)(C)OC(CN1N=C(N=N1)C1=CN=C(S1)Br)=O (tert-Butyl[5-(2-bromo-1,3-thiazol-5-yl)-2H-tetrazol-2-yl]acetate). Reaction SMILES: C(OC(=O)C[N:6]1[N:10]=[N:9][C:8]([C:11]2[S:15][C:14]([Br:16])=[N:13][CH:12]=2)=[N:7]1)C.Br[CH2:19][C:20]([O:22][C:23]([CH3:26])([CH3:25])[CH3:24])=[O:21]>>[C:23]([O:22][C:20](=[O:21])[CH2:19][N:10]1[N:6]=[N:7][C:8]([C:11]2[S:15][C:14]([Br:16])=[N:13][CH:12]=2)=[N:9]1)([CH3:26])([CH3:25])[CH3:24]. Reported procedure: This compound was synthesized in a similar manner as described for ethyl[5-(2-bromo-1,3-thiazol-5-yl)-2H-tetrazol-2-yl]acetate (INTERMEDIATE 2) using tert-butyl bromoacetate in place of ethyl bromoacetate in step 4. 1H NMR (CDCl3, 400 MHz) 8.22 (1H, s), 5.32 (2H, s), 1.47 (9H, s). MS (ESI, Q+) m/z 346, 348 (M+1, 79Br, 81Br). Starting materials: CCCNCCC, CN(C)C=O, CN1Cc2c(-c3noc(CCl)n3)ncn2-c2ccc(Cl)cc2C1=O. Product: CCCN(CCC)Cc1nc(-c2ncn3c2CN(C)C(=O)c2cc(Cl)ccc2-3)no1. RXN SMILES: [CH2:25]([CH2:26][CH3:27])[NH:28][CH2:29][CH2:30][CH3:31].[CH3:32][N:33]([CH3:34])[CH:35]=[O:36].[Cl:1][c:2]1[cH:3][cH:4][c:5]2[c:6]([cH:24]1)[C:7](=[O:23])[N:8]([CH3:22])[CH2:9][c:10]1[n:11]-2[cH:12][n:13][c:14]1-[c:15]1[n:16][o:17][c:18]([CH2:20][Cl:21])[n:19]1>>[Cl:1][c:2]1[cH:3][cH:4][c:5]2[c:6]([cH:24]1)[C:7](=[O:23])[N:8]([CH3:22])[CH2:9][c:10]1[n:11]-2[cH:12][n:13][c:14]1-[c:15]1[n:16][o:17][c:18]([CH2:20][N:28]([CH2:25][CH2:26][CH3:27])[CH2:29][CH2:30][CH3:31])[n:19]1. Starting materials: CSc1c(CC(=O)OC(C)(C)C)ccc2c1[nH]c1ccccc12, O=CO. The product is CSc1c(CC(=O)O)ccc2c1[nH]c1ccccc12. RXN SMILES: [CH3:1][S:2][c:3]1[c:4]([CH2:16][C:17](=[O:18])[O:19][C:20]([CH3:21])([CH3:22])[CH3:23])[cH:5][cH:6][c:7]2[c:8]3[cH:9][cH:10][cH:11][cH:12][c:13]3[nH:14][c:15]12.[CH:24]([OH:25])=[O:26]>>[CH3:1][S:2][c:3]1[c:4]([CH2:16][C:17](=[O:18])[OH:19])[cH:5][cH:6][c:7]2[c:8]3[cH:9][cH:10][cH:11][cH:12][c:13]3[nH:14][c:15]12. Procedure details: 171 mg (87%) of target compound was obtained by using a method same as in Example 1 by using 3-(1-tert-butyl-3-propyl-1H-pyrazol-5-yl)propanal (100 mg, 0.450 mmol), 1-(4-chlorophenyl)piperazine (121 mg, 0.450 mmol), DIPEA (0.118 mL, 0.675 mmol) and NaBH(OAc)3 (286 mg, 1.350 mmol). As a reaction SMILES: [C:1]([N:5]1[C:9]([CH2:10][CH2:11][CH:12]=O)=[CH:8][C:7]([CH2:14][CH2:15][CH3:16])=[N:6]1)([CH3:4])([CH3:3])[CH3:2].[Cl:17][C:18]1[CH:23]=[CH:22][C:21]([N:24]2[CH2:29][CH2:28][NH:27][CH2:26][CH2:25]2)=[CH:20][CH:19]=1.CCN(C(C)C)C(C)C.[BH-](OC(C)=O)(OC(C)=O)OC(C)=O.[Na+]>>[C:1]([N:5]1[C:9]([CH2:10][CH2:11][CH2:12][N:27]2[CH2:26][CH2:25][N:24]([C:21]3[CH:20]=[CH:19][C:18]([Cl:17])=[CH:23][CH:22]=3)[CH2:29][CH2:28]2)=[CH:8][C:7]([CH2:14][CH2:15][CH3:16])=[N:6]1)([CH3:4])([CH3:3])[CH3:2] |f:3.4|. Yields the product C(C)(C)(C)N1N=C(C=C1CCCN1CCN(CC1)C1=CC=C(C=C1)Cl)CCC (1-(3-(1-tert-butyl-3-propyl-1H-pyrazol-5-yl)propyl)-4-(4-chlorophenyl)piperazine). The reactants are C(C)(C)(C)N1N=C(C=C1CCC=O)CCC (3-(1-tert-butyl-3-propyl-1H-pyrazol-5-yl)propanal), [BH-](OC(=O)C)(OC(=O)C)OC(=O)C.[Na+] (NaBH(OAc)3), ClC1=CC=C(C=C1)N1CCNCC1 (1-(4-chlorophenyl)piperazine), CCN(C(C)C)C(C)C (DIPEA).